Dataset: the Open Reaction Database (ORD), a public repository of structured organic reaction records. Task: describe an organic reaction: reactants, conditions, products, and yield Reactants: COc1ccc(CCl)cc1, CN(C)C=O, CCOC(C)=O, COc1ccc(CNS(=O)(=O)c2ccc(Cl)cn2)cc1, [H-], [Na+], O. Yields the product COc1ccc(CN(Cc2ccc(OC)cc2)S(=O)(=O)c2ccc(Cl)cn2)cc1. RXN SMILES: [CH3:23][O:24][c:25]1[cH:26][cH:27][c:28]([CH2:29][Cl:30])[cH:31][cH:32]1.[CH3:34][N:35]([CH3:36])[CH:37]=[O:38].[CH3:39][CH2:40][O:41][C:42](=[O:43])[CH3:44].[Cl:1][c:2]1[cH:3][cH:4][c:5]([S:8](=[O:9])(=[O:10])[NH:11][CH2:12][c:13]2[cH:14][cH:15][c:16]([O:19][CH3:20])[cH:17][cH:18]2)[n:6][cH:7]1.[H-:21].[Na+:22].[OH2:33]>>[Cl:1][c:2]1[cH:3][cH:4][c:5]([S:8](=[O:9])(=[O:10])[N:11]([CH2:12][c:13]2[cH:14][cH:15][c:16]([O:19][CH3:20])[cH:17][cH:18]2)[CH2:29][c:28]2[cH:27][cH:26][c:25]([O:24][CH3:23])[cH:32][cH:31]2)[n:6][cH:7]1.